This data is from the Open Reaction Database (ORD), a public repository of structured organic reaction records. The task is: describe an organic reaction: reactants, conditions, products, and yield Starting materials: C(C)(C)(C)OC(=O)N1CCC(=CC1)C=1N=C(N2C1C(=NC=C2)N)C2CCC2 (4-(8-amino-3-cyclobutyl-imidazo[1,5-a]pyrazin-1-yl)-3,6-dihydro-2H-pyridine-1-carboxylic acid tert-butyl ester), Cl (HCl). Run in O1CCOCC1 (1,4-dioxane). Run at time 3 hour. Yields the product C1(CCC1)C1=NC(=C2N1C=CN=C2N)C=2CCNCC2 (3-Cyclobutyl-1-(1,2,3,6-tetrahydro-pyridin-4-yl)-imidazo[1,5-a]pyrazin-8-ylamine). Reaction SMILES: C(OC([N:8]1[CH2:13][CH:12]=[C:11]([C:14]2[N:15]=[C:16]([CH:24]3[CH2:27][CH2:26][CH2:25]3)[N:17]3[CH:22]=[CH:21][N:20]=[C:19]([NH2:23])[C:18]=23)[CH2:10][CH2:9]1)=O)(C)(C)C.Cl>O1CCOCC1>[CH:24]1([C:16]2[N:17]3[CH:22]=[CH:21][N:20]=[C:19]([NH2:23])[C:18]3=[C:14]([C:11]3[CH2:12][CH2:13][NH:8][CH2:9][CH:10]=3)[N:15]=2)[CH2:27][CH2:26][CH2:25]1. Reported procedure: To a stirred solution of 4-(8-amino-3-cyclobutyl-imidazo[1,5-a]pyrazin-1-yl)-3,6-dihydro-2H-pyridine-1-carboxylic acid tert-butyl ester (300 mg, 1.12 mmol) in 1,4-dioxane (5 mL) was added HCl (4M solution in dioxane, 10 ml) at 10° C. The resulting mixture was stirred at rt. for 3 hr. The solvent was removed under reduced pressure and the resulting residue was used for next step without any further purification. MS (ES+): m/z: 270.13 [MH+], HPLC: tR=1.62 min (OpenLynx, polar—5 min). The reactants are solution, mixture, ice water, Cl (hydrochloric acid), CC1([C@@H](N2[C@H](S1)[C@@H](C2=O)NC(=O)[C@@H](C=3C=CC(=CC3)O)N)C(=O)O)C (amoxicillin). Run at time 90 minute. Yields the product CC1([C@@H](N2[C@H](S1)[C@@H](C2=O)NC(=O)[C@@H](C3=CC=C(C=C3)O)N)C(=O)O)C.O.O.O (amoxicillin trihydrate). Yield: 88.4%. RXN SMILES: [CH3:1][C:2]1([CH3:25])[S:6][C@@H:5]2[C@H:7]([NH:10][C:11]([C@H:13]([NH2:21])[C:14]3[CH:15]=[CH:16][C:17]([OH:20])=[CH:18][CH:19]=3)=[O:12])[C:8](=[O:9])[N:4]2[C@H:3]1[C:22]([OH:24])=[O:23].Cl>>[CH3:1][C:2]1([CH3:25])[S:6][C@@H:5]2[C@H:7]([NH:10][C:11]([C@H:13]([NH2:21])[C:14]3[CH:15]=[CH:16][C:17]([OH:20])=[CH:18][CH:19]=3)=[O:12])[C:8](=[O:9])[N:4]2[C@H:3]1[C:22]([OH:24])=[O:23].[OH2:9].[OH2:9].[OH2:9] |f:2.3.4.5|. Procedure: The solution obtained in step a) is added dropwise to the mixture obtained in step b) at a temperature of -45/-30°. The mixture is stirred for 90 minutes at a temperature of -30/-15°. The resultant crude protected amoxicillin mixture is worked up by treatment with a mixture of ice-water and concentrated hydrochloric acid and stirring for 30 minutes while cooling with ice. The aqueous phase is separated off and the organic phase reextracted with water. The combined aqueous phases are treated with... Reactants: [OH-].[Na+] (sodium hydroxide), aqueous solution, ( 150 ), C(#N)CC1=C(C(=O)OC)C=CC=C1 (methyl 2-cyanomethylbenzoate), [H-].[Al+3].[Li+].[H-].[H-].[H-] (lithium aluminum hydride), [Cl-].[Al+3].[Cl-].[Cl-] (aluminium chloride). As a reaction SMILES: [C:1]([CH2:3][C:4]1[CH:13]=[CH:12][CH:11]=[CH:10][C:5]=1[C:6](OC)=[O:7])#[N:2].[H-].[Al+3].[Li+].[H-].[H-].[H-].[Cl-].[Al+3].[Cl-].[Cl-].[OH-].[Na+]>CCOCC.O>[NH2:2][CH2:1][CH2:3][C:4]1[CH:13]=[CH:12][CH:11]=[CH:10][C:5]=1[CH2:6][OH:7] |f:1.2.3.4.5.6,7.8.9.10,11.12|. Procedure: One hundred and fifty (150) grams of methyl 2-cyanomethylbenzoate ("Yakugaku Zasshi", Vol. 86, p. 544, 1966) was added dropwise to a suspension of 60 g of lithium aluminum hydride and 211 g of aluminium chloride in ether while maintaining the suspension at -20° C. The mixture was stirred at room temperature for 5 hours, and the aluminum complex was decomposed with 520 ml of a 10 N aqueous solution of sodium hydroxide and 140 ml of water. The residue was extracted with tetrahydrofuran, dried, and... The product is NCCC1=C(C=CC=C1)CO (1-amino-2-(2-hydroxymethylphenyl)ethane). Solvent: O (water), CCOCC (ether). Reaction conditions: temperature -20 celsius, time 5 hour.